From a dataset of the Open Reaction Database (ORD), a public repository of structured organic reaction records. describe an organic reaction: reactants, conditions, products, and yield Starting materials: CS(=O)(=O)OCCC(C1=CC=CC=C1)C1=CC=CC=C1 (3,3-diphenylpropyl methanesulfonate), C([O-])([O-])=O.[K+].[K+] (potassium carbonate), C(C1=CC=CC=C1)N1CCNCCC1 (benzyihomopiperazine). The solvent is C(C)O (ethanol). Run at temperature 70 celsius, time 15 hour. Product: C(C1=CC=CC=C1)N1CCN(CCC1)CCC(C1=CC=CC=C1)C1=CC=CC=C1 (1-Benzyl-4-(3,3-diphenylpropyl)homopiperazine). As a reaction SMILES: [CH2:1]([N:8]1[CH2:14][CH2:13][CH2:12][NH:11][CH2:10][CH2:9]1)[C:2]1[CH:7]=[CH:6][CH:5]=[CH:4][CH:3]=1.CS(O[CH2:20][CH2:21][CH:22]([C:29]1[CH:34]=[CH:33][CH:32]=[CH:31][CH:30]=1)[C:23]1[CH:28]=[CH:27][CH:26]=[CH:25][CH:24]=1)(=O)=O.C(=O)([O-])[O-].[K+].[K+]>C(O)C>[CH2:1]([N:8]1[CH2:14][CH2:13][CH2:12][N:11]([CH2:20][CH2:21][CH:22]([C:23]2[CH:28]=[CH:27][CH:26]=[CH:25][CH:24]=2)[C:29]2[CH:34]=[CH:33][CH:32]=[CH:31][CH:30]=2)[CH2:10][CH2:9]1)[C:2]1[CH:3]=[CH:4][CH:5]=[CH:6][CH:7]=1 |f:2.3.4|. Procedure: The resulting benzyihomopiperazine was dissolved in 3 mL of ethanol, to which were added 296 mg of 3,3-diphenylpropyl methanesulfonate and 136 mg of potassium carbonate. The mixture was stirred at 70° C. for 15 hours and it was cooled to room temperature and the solvent was removed under reduced pressure. 20 mL of aqueous 2N sodium hydroxide was added and the solution was extracted with 20 mL×2 of ethyl acetate. The organic layers were combined and washed with 20 mL of saturated aqueous sodium c... The reactants are Cl.C(C1=CC=CC=C1)N1CC(C(C1)C=1SC(=C(C1)Br)Br)C(=O)Cl (1-Benzyl-4-(4,5-dibromo-thiophen-2-yl)-pyrrolidine-3-carbonyl chloride hydrochloride), [Al+3].[Cl-].[Cl-].[Cl-] (AlCl3), ice. Solvent: C(Cl)Cl (CH2Cl2), C(Cl)Cl (CH2Cl2). Run at temperature 0 celsius, time 45 minute. Yields the product C(C1=CC=CC=C1)N1CC2C(C3=C(C2C1)SC(=C3Br)Br)=O (2-Benzyl-5,6-dibromo-2,3,3a,7a-tetrahydro-1H-4-thia-2-aza-cyclopenta[α]pentalen-7-one). The yield is 27.0%. As a reaction SMILES: [Al+3].[Cl-].[Cl-].[Cl-].Cl.[CH2:6]([N:13]1[CH2:17][CH:16]([C:18]2[S:19][C:20]([Br:24])=[C:21]([Br:23])[CH:22]=2)[CH:15]([C:25](Cl)=[O:26])[CH2:14]1)[C:7]1[CH:12]=[CH:11][CH:10]=[CH:9][CH:8]=1>C(Cl)Cl>[CH2:6]([N:13]1[CH2:17][CH:16]2[CH:15]([C:25](=[O:26])[C:22]3[C:21]([Br:23])=[C:20]([Br:24])[S:19][C:18]=32)[CH2:14]1)[C:7]1[CH:12]=[CH:11][CH:10]=[CH:9][CH:8]=1 |f:0.1.2.3,4.5|. Reported procedure: A slurry of AlCl3 (2.38 g, 18 mmol) in CH2Cl2 (21 ml) was cooled to 0° C. under N2. Next, a solution of the product from step d) (3.0 g, 6 mmol) in CH2Cl2 (9 ml) was added dropwise over 5 minutes and the reaction mixture was stirred for an additional 45 minutes at 0° C. The reaction was poured into ice cold 2M NaOH (100 ml) and extracted with CH2Cl2 (2×100 ml). The organic layer was dried (MgSO4), evaporated, and purified by silica-gel chromatography using a gradient of 0-50% ethyl acetate in he... Reactants: N1(C)C(=O)N(C)C=2N=CNC2C1=O (theophylline), BrBr (bromine), N1(C)C(=O)N(C)C=2N=CNC2C1=O (theophylline). Run in C(C)(=O)O (acetic acid), O (water). Product: BrC1=NC=2N(C(N(C)C(C2N1)=O)=O)C (8-bromo-theophylline). Isolated yield 70.0%. Reaction SMILES: [N:1]1([C:12](=[O:13])[C:11]2[NH:10][CH:9]=[N:8][C:7]=2[N:5]([CH3:6])[C:3]1=[O:4])[CH3:2].[Br:14]Br>C(O)(=O)C.O>[Br:14][C:9]1[NH:10][C:11]2[C:12](=[O:13])[N:1]([CH3:2])[C:3](=[O:4])[N:5]([CH3:6])[C:7]=2[N:8]=1. Reported procedure: One mole of theophylline is dissolved in 2.5 liters of acetic acid containing one liter of water, and kept at 50° C., until the theophylline is dissolved and the medium becomes homogeneous. 1.1 mole of bromine is then added, drop by drop, and the bromine derivative, 8-bromotheophylline precipitates in the medium. The solution is then ccoled to room temperature , and the product filtered and washed with water, and then dried to give 70-85% yield of 8-bromo-theophylline. Reactants: O=C(Cl)c1ccnc(Cl)c1, O=S(Cl)Cl. The product is O=C(O)c1ccnc(Cl)c1. As a reaction SMILES: [Cl:1][c:2]1[cH:3][c:4]([C:5](=[O:6])[Cl:7])[cH:8][cH:9][n:10]1.[S:11](=[O:12])([Cl:13])[Cl:14]>>[Cl:1][c:2]1[cH:3][c:4]([C:5](=[O:6])[OH:12])[cH:8][cH:9][n:10]1. Reactants: [N+](=O)([O-])C1=C(C(=CC=C1)[N+](=O)[O-])C (2,6-dinitrotoluene), NC1=C(C(=CC=C1N)[N+](=O)[O-])C (2,3-diamino-6-nitrotoluene), N#CBr (cyanogen bromide). Yields the product NC=1NC2=C(N1)C=CC(=C2C)[N+](=O)[O-] (2-amino-4-methyl-5-nitrobenzimidazole). RXN SMILES: [N+:1]([C:4]1C=CC=C([N+]([O-])=O)C=1C)([O-])=O.[NH2:14][C:15]1[C:20]([NH2:21])=[CH:19][CH:18]=[C:17]([N+:22]([O-:24])=[O:23])[C:16]=1[CH3:25].N#CBr>>[NH2:1][C:4]1[NH:14][C:15]2[C:16]([CH3:25])=[C:17]([N+:22]([O-:24])=[O:23])[CH:18]=[CH:19][C:20]=2[N:21]=1. Procedure details: This compound is prepared by a combination of Schemes 1 and 4. Commercially available 2,6-dinitrotoluene is converted to 2,3-diamino-6-nitrotoluene according to scheme 2. Reaction with cyanogen bromide affords 2-amino-4-methyl-5-nitrobenzimidazole. After protection of the amino group with a tert-butoxycarbonyl group, the compound is reduced by hydrogenation (palladium-on-carbon) and brominated (bromine, sodium acetate, acetic acid) to afford 5-amino-6-bromo-2-tert-butoxycarbonylamino-4-methylben...